This data is from the Open Reaction Database (ORD), a public repository of structured organic reaction records. The task is: describe an organic reaction: reactants, conditions, products, and yield Reactants: CO (methanol), ClC=1C(C2(C=CC(C1Cl)(O2)C)C)=O (3,4-dichloro-1,5-dimethyl-8-oxa-bicyclo[3.2.1]octa-3,6-dien-2-one), CO (methanol), C[O-].[Na+] (sodium methanolate). Run in CCCCCC.C(C)(=O)OCC (hexane ethyl acetate). The product is ClC=1C(C2(C=CC(C1OC)(O2)C)C)=O (3-chloro-1,5-dimethyl-4-methoxy-8-oxa-bicyclo[3.2.1]octa-3,6-dien-2-one). Yield: 52.9%. Reaction SMILES: [Cl:1][C:2]1[C:3](=[O:13])[C:4]2([CH3:12])[O:10][C:7]([CH3:11])([C:8]=1Cl)[CH:6]=[CH:5]2.[CH3:14][OH:15].C[O-].[Na+]>CCCCCC.C(OCC)(=O)C>[Cl:1][C:2]1[C:3](=[O:13])[C:4]2([CH3:12])[O:10][C:7]([CH3:11])([C:8]=1[O:15][CH3:14])[CH:6]=[CH:5]2 |f:2.3,4.5|. Procedure details: 6.0 g (27.39 mmol) of 3,4-dichloro-1,5-dimethyl-8-oxa-bicyclo[3.2.1]octa-3,6-dien-2-one is introduced into 39 ml of anhydrous methanol. At a temperature of 0° C., the reaction mixture is further diluted dropwise with a solution of 15.2 ml of 5.4M sodium methanolate (82.17 mmol) and treated with 10 ml of absolute methanol. The reaction mixture is then heated to ambient temperature with 35 minutes' stirring. Using thin-layer chromatography (hexane/ethyl acetate 8:2) it can be established that reac... Reactants: CCOC(=O)c1sc(NC(=O)c2cc(Cl)c(Oc3ccncc3C(=O)N3CCN(C4CC4)c4ccccc43)cc2Cl)nc1C, C1COCCO1, O. Yields the product Cc1nc(NC(=O)c2cc(Cl)c(Oc3ccncc3C(=O)N3CCN(C4CC4)c4ccccc43)cc2Cl)sc1C(=O)O. As a reaction SMILES: [CH2:1]([CH3:2])[O:3][C:4](=[O:5])[c:6]1[c:7]([CH3:44])[n:8][c:9]([NH:11][C:12]([c:13]2[c:14]([Cl:42])[cH:15][c:16]([O:20][c:21]3[c:22]([C:27](=[O:28])[N:29]4[CH2:30][CH2:31][N:32]([CH:39]5[CH2:40][CH2:41]5)[c:33]5[cH:34][cH:35][cH:36][cH:37][c:38]54)[cH:23][n:24][cH:25][cH:26]3)[c:17]([Cl:19])[cH:18]2)=[O:43])[s:10]1.[O:46]1[CH2:47][CH2:48][O:49][CH2:50][CH2:51]1.[OH2:45]>>[O:3]=[C:4]([OH:5])[c:6]1[c:7]([CH3:44])[n:8][c:9]([NH:11][C:12]([c:13]2[c:14]([Cl:42])[cH:15][c:16]([O:20][c:21]3[c:22]([C:27](=[O:28])[N:29]4[CH2:30][CH2:31][N:32]([CH:39]5[CH2:40][CH2:41]5)[c:33]5[cH:34][cH:35][cH:36][cH:37][c:38]54)[cH:23][n:24][cH:25][cH:26]3)[c:17]([Cl:19])[cH:18]2)=[O:43])[s:10]1. Reactants: [C-]#N.[Na+] (sodium cyanide), ClCC=1N=C(C2=C(N1)CCCS2)O (2-chloromethyl-7,8-dihydro-4-hydroxy-6H-thiopyrano[3,2-d]pyrimidine), O (water). Run in CS(=O)C (DMSO). Reaction conditions: temperature 25 celsius, time 3.5 hour. The product is C(#N)CC=1N=C(C2=C(N1)CCCS2)O (2-cyanomethyl-7,8-dihydro-4-hydroxy-6H-thiopyrano[3,2-d]pyrimidine). Reaction SMILES: Cl[CH2:2][C:3]1[N:4]=[C:5]([OH:13])[C:6]2[S:12][CH2:11][CH2:10][CH2:9][C:7]=2[N:8]=1.[C-:14]#[N:15].[Na+].O>CS(C)=O>[C:14]([CH2:2][C:3]1[N:4]=[C:5]([OH:13])[C:6]2[S:12][CH2:11][CH2:10][CH2:9][C:7]=2[N:8]=1)#[N:15] |f:1.2|. Reported procedure: Product from Example 3, step A, (1.8 g, 0.01 mol) was dissolved in 10 ml of DMSO and sodium cyanide (1.0 g) was added. The reaction mixture was stirred at 25° C. for 3.5 hours and then poured into water (150 ml). The solution was extracted with ethyl acetate, the ethyl acetate was dried and then evaporated to give the title compound as an oil that was used directly in Step B hereof. Starting materials: N (ammonia), FC=1C=C2C(C(=O)OC2=O)=CC1F (4,5-difluorophthalic anhydride). The solvent is C(OC)COC (Dimethoxyethane), C(OC)COC (dimethoxyethane). Run at temperature 50 celsius, time 5 minute. The product is FC=1C=C(C(C(=O)O)=CC1F)N (4,5-difluoroanthranilic acid). As a reaction SMILES: [NH3:1].[F:2][C:3]1[CH:4]=[C:5]2C(=O)[O:9][C:7](=[O:8])[C:6]2=[CH:12][C:13]=1[F:14]>C(COC)OC>[F:2][C:3]1[CH:4]=[C:5]([NH2:1])[C:6](=[CH:12][C:13]=1[F:14])[C:7]([OH:9])=[O:8]. Reported procedure: Dimethoxyethane (43 parts) was charged to a reactor and ammonia was bubbled in to form a saturated solution. The ammonia addition was maintained while a solution of 1.84 parts of 4,5-difluorophthalic anhydride in 13 parts of dimethoxyethane was added slowly over a period of 0.5 hours. The reaction mixture was stirred for an additional 5 minute period and the dimethoxyethane was removed by vacuum distillation. The remaining white solid (the ammonium salt of 4,5-difluorophthalamic acid) was dissol... Starting materials: NC1CCN(CCc2ccccc2)C1, O=C(O)C(c1ccccn1)c1ccccn1. Yields the product O=C(NC1CCN(CCc2ccccc2)C1)C(c1ccccn1)c1ccccn1. RXN SMILES: [NH2:17][CH:18]1[CH2:19][N:20]([CH2:23][CH2:24][c:25]2[cH:26][cH:27][cH:28][cH:29][cH:30]2)[CH2:21][CH2:22]1.[n:1]1[c:2]([CH:7]([C:8](=[O:9])[OH:10])[c:11]2[n:12][cH:13][cH:14][cH:15][cH:16]2)[cH:3][cH:4][cH:5][cH:6]1>>[n:1]1[c:2]([CH:7]([C:8](=[O:10])[NH:17][CH:18]2[CH2:19][N:20]([CH2:23][CH2:24][c:25]3[cH:26][cH:27][cH:28][cH:29][cH:30]3)[CH2:21][CH2:22]2)[c:11]2[n:12][cH:13][cH:14][cH:15][cH:16]2)[cH:3][cH:4][cH:5][cH:6]1. The reactants are CC1=NN(C(C1=CN)=O)C1=CC=CC=C1 (3-methyl-4arninomethylene-1-phenyl-4,5-dihydro-pyrazol-5-one), C(CC)OC1=C(NOC(C(F)(F)F)=O)C=CC=C1 (2-propoxyanilino-trifluoroacetic acid). The solvent is C(C)O (ethanol). Yields the product CC1=NN(C(C1=CNC1=C(C=CC=C1)OCCC)=O)C1=CC=CC=C1 (3-Methyl-4-(2-propoxyphenylaminomethylene)-1-phenyl-4,5-dihydro-pyrazol-5-one). RXN SMILES: [CH3:1][C:2]1[C:6](=[CH:7][NH2:8])[C:5](=[O:9])[N:4]([C:10]2[CH:15]=[CH:14][CH:13]=[CH:12][CH:11]=2)[N:3]=1.[CH2:16]([O:19][C:20]1[CH:33]=[CH:32][CH:31]=[CH:30][C:21]=1NOC(=O)C(F)(F)F)[CH2:17][CH3:18]>C(O)C>[CH3:1][C:2]1[C:6](=[CH:7][NH:8][C:21]2[CH:30]=[CH:31][CH:32]=[CH:33][C:20]=2[O:19][CH2:16][CH2:17][CH3:18])[C:5](=[O:9])[N:4]([C:10]2[CH:15]=[CH:14][CH:13]=[CH:12][CH:11]=2)[N:3]=1. Procedure: 3-methyl-4arninomethylene-1-phenyl-4,5-dihydro-pyrazol-5-one (2 g) and 2-propoxyanilino-trifluoroacetic acid salt (1.6 g) are refluxed 1.5 hours in ethanol. Starting materials: NO (hydroxylamine), Cl[O-].[Na+] (sodium hypochlorite), C(=O)C=1N=C(SC1)C1CCN(CC1)C(=O)OC(C)(C)C (1,1-dimethylethyl 4-(4-formyl-2-thiazolyl)-1-piperidinecarboxylate), C=CC1=CC=CC=C1 (styrene). Solvent: C(C)O (ethanol), O1CCCC1 (tetrahydrofuran). Reaction conditions: temperature 60 celsius, time 8 hour. Yields the product C1(=CC=CC=C1)C1CC(=NO1)C=1N=C(SC1)C1CCN(CC1)C(=O)OC(C)(C)C (1,1-dimethylethyl 4-[4-(4,5-dihydro-5-phenyl-3-isoxazolyl)-2-thiazolyl]-1-piperidinecarboxylate). The yield is 43.4%. As a reaction SMILES: [CH:1]([C:3]1[N:4]=[C:5]([CH:8]2[CH2:13][CH2:12][N:11]([C:14]([O:16][C:17]([CH3:20])([CH3:19])[CH3:18])=[O:15])[CH2:10][CH2:9]2)[S:6][CH:7]=1)=O.[NH2:21][OH:22].[CH2:23]=[CH:24][C:25]1[CH:30]=[CH:29][CH:28]=[CH:27][CH:26]=1.Cl[O-].[Na+]>C(O)C.O1CCCC1>[C:25]1([CH:24]2[O:22][N:21]=[C:1]([C:3]3[N:4]=[C:5]([CH:8]4[CH2:13][CH2:12][N:11]([C:14]([O:16][C:17]([CH3:20])([CH3:19])[CH3:18])=[O:15])[CH2:10][CH2:9]4)[S:6][CH:7]=3)[CH2:23]2)[CH:30]=[CH:29][CH:28]=[CH:27][CH:26]=1 |f:3.4|. Procedure details: To a suspension of 1,1-dimethylethyl 4-(4-formyl-2-thiazolyl)-1-piperidinecarboxylate (1.0 g, 3.4 mmol) in ethanol (5 mL) was added an aqueous solution of hydroxylamine (50 wt. %, 0.25 mL, 4.0 mmol). The reaction mixture was heated at 60° C. for 1 h, during which time the reaction mixture became homogeneous. The resulting solution was cooled to room temperature and diluted with tetrahydrofuran (10 mL). To the reaction mixture was added styrene (0.57 mL, 5 mmol), followed by portionwise addition ...